From a dataset of the Open Reaction Database (ORD), a public repository of structured organic reaction records. describe an organic reaction: reactants, conditions, products, and yield Reactants: O (water), Cl.Cl.N1CCC(CC1)N1C(NC2=NC=CC=C21)=O (1-piperidin-4-yl-1,3-dihydroimidazo[4,5-b]pyridin-2-one dihydrochloride), ClC1=CC(=NC=C1)C(=O)N1CCC2=CC(=CC=C12)F ((4-chloropyridin-2-yl)-(5-fluoro-2,3-dihydro-indol-1-yl)-methanone), C([O-])([O-])=O.[K+].[K+] (potassium carbonate). The solvent is CN1C(CCC1)=O (N-methylpyrrolidone). Reaction conditions: temperature 130 celsius, time 30 hour. Product: FC=1C=C2CCN(C2=CC1)C(=O)C1=NC=CC(=C1)N1CCC(CC1)N1C(NC2=NC=CC=C21)=O (1-[2′-(5-fluoro-2,3-dihydroindole-1-carbonyl)-3,4,5,6-tetrahydro-2H-[1,4′]bipyridinyl-4-yl]-1,3-dihydroimidazo[4,5-b]pyridin-2-one). RXN SMILES: Cl.Cl.[NH:3]1[CH2:8][CH2:7][CH:6]([N:9]2[C:17]3[C:12](=[N:13][CH:14]=[CH:15][CH:16]=3)[NH:11][C:10]2=[O:18])[CH2:5][CH2:4]1.Cl[C:20]1[CH:25]=[CH:24][N:23]=[C:22]([C:26]([N:28]2[C:36]3[C:31](=[CH:32][C:33]([F:37])=[CH:34][CH:35]=3)[CH2:30][CH2:29]2)=[O:27])[CH:21]=1.C(=O)([O-])[O-].[K+].[K+].O>CN1CCCC1=O>[F:37][C:33]1[CH:32]=[C:31]2[C:36](=[CH:35][CH:34]=1)[N:28]([C:26]([C:22]1[CH:21]=[C:20]([N:3]3[CH2:4][CH2:5][CH:6]([N:9]4[C:17]5[C:12](=[N:13][CH:14]=[CH:15][CH:16]=5)[NH:11][C:10]4=[O:18])[CH2:7][CH2:8]3)[CH:25]=[CH:24][N:23]=1)=[O:27])[CH2:29][CH2:30]2 |f:0.1.2,4.5.6|. Procedure: 314 mg (1.08 mmol) 1-piperidin-4-yl-1,3-dihydroimidazo[4,5-b]pyridin-2-one dihydrochloride were added to 300 mg (1.08 mmol) (4-chloropyridin-2-yl)-(5-fluoro-2,3-dihydro-indol-1-yl)-methanone and 373 mg (2.70 mmol) potassium carbonate in 5.0 mL N-methylpyrrolidone. The reaction mixture was stirred for 30 h at 130° C. Then the mixture was poured onto 100 mL water and extracted with EtOAc (3×100 mL). The combined organic phases were dried and evaporated down using the rotary evaporator. The residue... Reactants: Cl (HCl), ClC=1C=C2C(=CNC2=CC1)C=1CCN(CC1)C (5-chloro-3-(1-methyl-1,2,3,6-tetrahydro-4-pyridinyl)-1H-indole), crude product, C1(=CC=CC=C1)S(=O)(=O)Cl (phenylsulfonyl chloride), Cl (HCl), Cl (HCl). The solvent is CCOCC (ether). Product: ClC=1C=C2C(=CN(C2=CC1)S(=O)(=O)C1=CC=CC=C1)C=1CCN(CC1)C (5-Chloro-3-(1-methyl-1,2,3,6-tetrahydro-4-pyridinyl)-1-phenylsulfonylindole). Isolated yield 76.2%. As a reaction SMILES: [Cl:1][C:2]1[CH:3]=[C:4]2[C:8](=[CH:9][CH:10]=1)[NH:7][CH:6]=[C:5]2[C:11]1[CH2:12][CH2:13][N:14]([CH3:17])[CH2:15][CH:16]=1.[C:18]1([S:24](Cl)(=[O:26])=[O:25])[CH:23]=[CH:22][CH:21]=[CH:20][CH:19]=1.Cl>CCOCC>[Cl:1][C:2]1[CH:3]=[C:4]2[C:8](=[CH:9][CH:10]=1)[N:7]([S:24]([C:18]1[CH:23]=[CH:22][CH:21]=[CH:20][CH:19]=1)(=[O:26])=[O:25])[CH:6]=[C:5]2[C:11]1[CH2:12][CH2:13][N:14]([CH3:17])[CH2:15][CH:16]=1. Procedure details: from 5-chloro-3-(1-methyl-1,2,3,6-tetrahydro-4-pyridinyl)-1H-indole (Example 4d, 25 mg, 0.10 mmol) and phenylsulfonyl chloride (26.4 mg, 0.15 mmol). The HCl salt (29.5 mg, 70%) was prepared from the crude product using 1M HCl in ether; m.p 245-8° C., HRMS-FAB+ for C20H19N2O2SCl.HCl, calculated MH+ (--HCl): 387.09341; found: 387.09262. Reactants: CC(C)(C)OC(=O)N=C(NC(=O)OC(C)(C)C)N1CCCC1c1cc(-c2ccccn2)no1, ClCCl, O=C(O)C(F)(F)F. The product is N=C(N)N1CCCC1c1cc(-c2ccccn2)no1. RXN SMILES: [C:8]([O:9][C:10]([NH:15][C:16](=[N:17][C:11]([O:12][C:13]([CH3:14])([CH3:18])[CH3:19])=[O:20])[N:25]1[CH:26]([c:30]2[cH:31][c:32](-[c:35]3[n:36][cH:37][cH:38][cH:39][cH:40]3)[n:33][o:34]2)[CH2:27][CH2:28][CH2:29]1)=[O:21])([CH3:22])([CH3:23])[CH3:24].[Cl:41][CH2:42][Cl:43].[F:1][C:2]([F:3])([F:4])[C:5]([OH:6])=[O:7]>>[NH:15]=[C:16]([NH2:17])[N:25]1[CH:26]([c:30]2[cH:31][c:32](-[c:35]3[n:36][cH:37][cH:38][cH:39][cH:40]3)[n:33][o:34]2)[CH2:27][CH2:28][CH2:29]1. RXN SMILES: [CH3:1][O:2][C:3]1[CH:8]=[C:7]([N+:9]([O-])=O)[CH:6]=[CH:5][C:4]=1[CH:12]([C:14]1[CH:19]=[CH:18][CH:17]=[CH:16][N:15]=1)[OH:13]>C(OCC)(=O)C.[C].[Pd]>[NH2:9][C:7]1[CH:6]=[CH:5][C:4]([CH:12]([C:14]2[CH:19]=[CH:18][CH:17]=[CH:16][N:15]=2)[OH:13])=[C:3]([O:2][CH3:1])[CH:8]=1 |f:2.3|. Procedure details: (2-methoxy-4-nitrophenyl)(pyridin-2-yl)methanol (0.5 g) was dissolved in ethyl acetate (25 ml), and the solution was reduced by catalytic hydrogenation overnight with 10% palladium-carbon of 50% hydration (50 mg). The catalyst was removed, and the solvent of the filtrate was distilled off to give (4-amino-2-methoxyphenyl)(pyridin-2-yl)methanol (0.4 g) as colorless crystals. Reactants: COC1=C(C=CC(=C1)[N+](=O)[O-])C(O)C1=NC=CC=C1 ((2-methoxy-4-nitrophenyl)(pyridin-2-yl)methanol). Yield: 90.4%. The solvent is C(C)(=O)OCC (ethyl acetate). Yields the product NC1=CC(=C(C=C1)C(O)C1=NC=CC=C1)OC ((4-amino-2-methoxyphenyl)(pyridin-2-yl)methanol). Reagents/catalysts: [C].[Pd] (palladium-carbon). Starting materials: C(C)(C)(C)OC(NC1(CC1)C=1OC(=CC1)I)=O ([1-(5-iodo-furan-2-yl)-cyclopropyl]-carbamic acid tert-butyl ester), CS(=O)[O-].[Na+] (sodium methanesulfinate), COC(CCS(=O)[O-])=O.[Na+] (sodium 3-methoxy-3-oxopropane-1-sulfinate). Reagents/catalysts: [Cu]I (copper (I) iodide). Product: C(C)(C)(C)OC(NC1(CC1)C=1OC(=CC1)S(=O)(=O)C)=O ([1-(5-Methanesulfonyl-furan-2-yl)-cyclopropyl]-carbamic acid tert-butyl ester). RXN SMILES: [C:1]([O:5][C:6](=[O:17])[NH:7][C:8]1([C:11]2[O:12][C:13](I)=[CH:14][CH:15]=2)[CH2:10][CH2:9]1)([CH3:4])([CH3:3])[CH3:2].[CH3:18][S:19]([O-:21])=[O:20].[Na+].COC(=O)CCS([O-])=O.[Na+]>[Cu]I>[C:1]([O:5][C:6](=[O:17])[NH:7][C:8]1([C:11]2[O:12][C:13]([S:19]([CH3:18])(=[O:21])=[O:20])=[CH:14][CH:15]=2)[CH2:10][CH2:9]1)([CH3:4])([CH3:3])[CH3:2] |f:1.2,3.4|. Procedure: [1-(5-Methanesulfonyl-furan-2-yl)-cyclopropyl]-carbamic acid tert-butyl ester is prepared from [1-(5-iodo-furan-2-yl)-cyclopropyl]-carbamic acid tert-butyl ester (0.500 g, 1.43 mmol) according to the copper (I) iodide-mediated coupling procedure described in Example 19; however, sodium methanesulfinate is used as coupling partner instead of sodium 3-methoxy-3-oxopropane-1-sulfinate. The reactants are COC(=O)C=1C=CC2=C(CC3=C(NC(NC3=O)=S)O2)C1 (7-methoxycarbonyl-(1H,3H,5H)-(1)-benzopyrano-(2,3-d)-pyrimidine-4-one-2-thione), [OH-].[Na+] (sodium hydroxide), 7-carboxy-2,4-(1H,3H,5H)-(1)-benzopyrano-(2,3-d)-pyrimidine-4-one-2-thione. Product: C(=O)(O)C=1C=CC2=C(CC3=C(NC(NC3=O)=S)O2)C1 (7-CARBOXY-(1H,3H,5H)-(1)-BENZOPYRANO-(2,3-d)-PYRIMIDINE-4-ONE-2-THIONE). Reaction SMILES: C[O:2][C:3]([C:5]1[CH:6]=[CH:7][C:8]2[O:19][C:12]3[NH:13][C:14](=[S:18])[NH:15][C:16](=[O:17])[C:11]=3[CH2:10][C:9]=2[CH:20]=1)=[O:4].[OH-].[Na+]>>[C:3]([C:5]1[CH:6]=[CH:7][C:8]2[O:19][C:12]3[NH:13][C:14](=[S:18])[NH:15][C:16](=[O:17])[C:11]=3[CH2:10][C:9]=2[CH:20]=1)([OH:4])=[O:2] |f:1.2|. Procedure: Warm a suspension of 7-methoxycarbonyl-(1H,3H,5H)-(1)-benzopyrano-(2,3-d)-pyrimidine-4-one-2-thione (5 g.) in 1 N-sodium hydroxide (25 ml.) until a clear solution is formed and continue the warming for an additional 1/2 hour. Filter the solution and acidify the filtrate with 2 N sulfuric acid. Filter and wash the solids with water, isopropanol and then ether. Dry the washed solid to obtain. 7-carboxy-2,4-(1H,3H,5H)-(1)-benzopyrano-(2,3-d)-pyrimidine-4-one-2-thione. The reactants are FC(C(CC[C@@H]1[C@H]2CC(O[C@H]2C[C@H]1OC1OCCCC1)=O)=O)(CCCC)F ((1S,5R,6R,7R)-6-(4,4-difluoro-3-oxooctyl)-7-tetrahydropyranyloxy-2-oxabicyclo[3.3.0]octan-3-one), [BH4-].[Na+] (sodium borohydride). The solvent is CO (methanol). Yields the product C12OC(CC2CCC1)=O (2-oxabicyclo[3.3.0]octan-3-one). As a reaction SMILES: FC(F)(CCCC)C(=O)CC[C@H:6]1[C@H:13](OC2CCCCO2)[CH2:12][C@H:11]2[C@@H:7]1[CH2:8][C:9](=[O:21])[O:10]2.[BH4-].[Na+]>CO>[CH:11]12[CH2:12][CH2:13][CH2:6][CH:7]1[CH2:8][C:9](=[O:21])[O:10]2 |f:1.2|. Procedure details: The compound (51) (12.6 g) was reduced with sodium borohydride (1.25 g) in methanol (400 ml) at 0° C. to give the titled compound (52). Yield: 12.1 g (95.5%). The reactants are O[C@H]1[C@@H]([C@@H]2[C@@H](OC(CCC\C=C/C2)=O)C1)\C=C\[C@H](CCC1=CC=CC=C1)O ((6Z,8aR,9R,10R,11aS)-4,5,8,8a,9,10,11,11a-octahydro-10-hydroxy-9-((S,E)-3-hydroxy-5-phenylpent-1-enyl)cyclopenta[b]oxecin-2(3H)-one), CC(C)O (2-propanol), Cl (hydrochloric acid). Run in C(=O)(O)[O-].[Na+] (NaHCO3), [OH-].[K+] (potassium hydroxide). Conditions: time 2 hour. The product is O[C@H]1[C@@H]([C@H]([C@H](C1)O)C\C=C/CCCC(=O)O)\C=C\[C@H](CCC1=CC=CC=C1)O ((5Z)-7-((1R,2R,3R,5S)-3,5-dihydroxy-2-((S,E)-3-hydroxy-5-phenylpent-1-enyl)cyclopentyl)hept-5-enoic acid). RXN SMILES: [OH:1][C@@H:2]1[CH2:15][C@@H:5]2[O:6][C:7](=[O:14])[CH2:8][CH2:9][CH2:10][CH:11]=[CH:12][CH2:13][C@@H:4]2[C@H:3]1/[CH:16]=[CH:17]/[C@@H:18]([OH:27])[CH2:19][CH2:20][C:21]1[CH:26]=[CH:25][CH:24]=[CH:23][CH:22]=1.Cl.CC([OH:32])C>[OH-].[K+].C([O-])(O)=O.[Na+]>[OH:1][C@@H:2]1[CH2:15][C@H:5]([OH:32])[C@H:4]([CH2:13]/[CH:12]=[CH:11]\[CH2:10][CH2:9][CH2:8][C:7]([OH:6])=[O:14])[C@H:3]1/[CH:16]=[CH:17]/[C@@H:18]([OH:27])[CH2:19][CH2:20][C:21]1[CH:26]=[CH:25][CH:24]=[CH:23][CH:22]=1 |f:3.4,5.6|. Reported procedure: A solution of (6Z,8aR,9R,10R,11aS)-4,5,8,8a,9,10,11,11a-octahydro-10-hydroxy-9-((S,E)-3-hydroxy-5-phenylpent-1-enyl)cyclopenta[b]oxecin-2(3H)-one (2 g, 5.4 mmol) in 20 ml 2-propanol and 6.3 ml of 3 N potassium hydroxide aqueous solution in 50 mL round-bottom flask was refluxed and stirred for 2 hours. The mixture was cooled to room temperature and adjusted to a pH of 8.5 with 3 N hydrochloric acid aqueous solution. Subsequently, the 2-propanol was removed under reduced pressure and resulting mix... As a reaction SMILES: [CH3:1][n:2]1[n:3][cH:4][c:5](-[c:7]2[c:8]([C:9](=[O:10])[O:11][CH3:12])[cH:13][c:14](-[c:17]3[cH:18][n:19][cH:20][c:21]([CH3:23])[cH:22]3)[cH:15][cH:16]2)[cH:6]1.[CH:28]([OH:29])([CH3:30])[CH3:31].[ClH:26].[Li+:24].[OH-:25].[OH2:27]>>[CH3:1][n:2]1[n:3][cH:4][c:5](-[c:7]2[c:8]([C:9](=[O:10])[OH:11])[cH:13][c:14](-[c:17]3[cH:18][n:19][cH:20][c:21]([CH3:23])[cH:22]3)[cH:15][cH:16]2)[cH:6]1. The product is Cc1cncc(-c2ccc(-c3cnn(C)c3)c(C(=O)O)c2)c1. Reactants: COC(=O)c1cc(-c2cncc(C)c2)ccc1-c1cnn(C)c1, CC(C)O, Cl, [Li+], [OH-], O. Reaction conditions: temperature 0 celsius, time 2 hour. The product is BrCC1=NN(N=C1C)C1=C(C=C(C=C1)F)F (4-(bromomethyl)-2-(2,4-difluorophenyl)-5-methyl-2H-1,2,3-triazole). Reactants: FC1=C(C=CC(=C1)F)N1N=C(C(=N1)CO)C (2-(2,4-Difluorophenyl)-5-methyl-2H-1,2,3-triazole-4-methanol), Br (hydrobromic acid), FC1=C(C=CC(=C1)F)N1N=C(C(=N1)CO)C ([2-(2,4-difluoro-phenyl)-5-methyl-2H-[1,2,3]triazol-4-yl]-methanol), [OH-].[Na+] (sodium hydroxide). Solvent: O (water), O (water). Reported procedure: 2-(2,4-Difluorophenyl)-5-methyl-2H-1,2,3-triazole-4-methanol (i.e. the product of Step B, 0.70 g, 3.1 mmol) was suspended in 48% hydrobromic acid in water (16 mL). The mixture was heated to reflux with stirring for 2 h. The reaction mixture was diluted with water, cooled to 0° C. and basified with 50% aqueous sodium hydroxide solution. The reaction mixture was extracted with ethyl acetate, dried (MgSO4) and concentrated under reduced pressure to obtain the title compound (0.75 g) as a pale yello... RXN SMILES: [F:1][C:2]1[CH:7]=[C:6]([F:8])[CH:5]=[CH:4][C:3]=1[N:9]1[N:13]=[C:12]([CH2:14]O)[C:11]([CH3:16])=[N:10]1.[OH-].[Na+].[BrH:19]>O>[Br:19][CH2:14][C:12]1[C:11]([CH3:16])=[N:10][N:9]([C:3]2[CH:4]=[CH:5][C:6]([F:8])=[CH:7][C:2]=2[F:1])[N:13]=1 |f:1.2|.